Dataset: the Open Reaction Database (ORD), a public repository of structured organic reaction records. Task: describe an organic reaction: reactants, conditions, products, and yield Starting materials: CC(C)C1=CC(=C(C(=C1)C(C)C)C2=C(C=CC=C2)P(C3CCCCC3)C4CCCCC4)C(C)C (X-Phos), ClC=1C=C2CCC(OC2=C(C1)C=O)(C)C (6-chloro-2,2-dimethyl-3,4-dihydro-2H-chromene-8-carbaldehyde), C([O-])([O-])=O.[K+].[K+] (potassium carbonate), C1(CC1)[B-](F)(F)F.[K+] (potassium cyclopropyltrifluoroborate). The reagents and catalysts are CC(=O)[O-].CC(=O)[O-].[Pd+2] (Pd(OAc)2). Product: C1(CC1)C=1C=C2CCC(OC2=C(C1)C=O)(C)C (6-cyclopropyl-2,2-dimethyl-3,4-dihydro-2H-chromene-8-carbaldehyde). As a reaction SMILES: CC(C1C=C(C(C)C)C(C2C=CC=CC=2P(C2CCCCC2)C2CCCCC2)=C(C(C)C)C=1)C.C(=O)([O-])[O-].[K+].[K+].[CH:41]1([B-](F)(F)F)[CH2:43][CH2:42]1.[K+].Cl[C:50]1[CH:51]=[C:52]2[C:57](=[C:58]([CH:60]=[O:61])[CH:59]=1)[O:56][C:55]([CH3:63])([CH3:62])[CH2:54][CH2:53]2>CC([O-])=O.CC([O-])=O.[Pd+2]>[CH:41]1([C:50]2[CH:51]=[C:52]3[C:57](=[C:58]([CH:60]=[O:61])[CH:59]=2)[O:56][C:55]([CH3:63])([CH3:62])[CH2:54][CH2:53]3)[CH2:43][CH2:42]1 |f:1.2.3,4.5,7.8.9|. Reported procedure: Using essentially the same procedure as Example 5-22, Step 4, Pd(OAc)2 (7.04 mg, 0.03 mmol), X-Phos (29.9 mg, 0.06 mmol), potassium carbonate (434 mg, 3.14 mmol), potassium cyclopropyltrifluoroborate (170 mg, 1.15 mmol) and 6-chloro-2,2-dimethyl-3,4-dihydro-2H-chromene-8-carbaldehyde (235 mg, 1.05 mmol, Example 5-26, Step 3) afforded the desired product as a pale-yellow oil.